This data is from the Open Reaction Database (ORD), a public repository of structured organic reaction records. The task is: describe an organic reaction: reactants, conditions, products, and yield Starting materials: BrC=1C=C(C(=C(C1)C(C)=O)OC)[N+](=O)[O-] (1-(5-bromo-2-methoxy-3-nitrophenyl)-1-ethanone), Cl (hydrochloric acid). The reagents and catalysts are [Fe] (Iron). Run in CO (methanol). Reaction conditions: temperature 60 celsius, time 1 hour. Yields the product NC=1C(=C(C=C(C1)Br)C(C)=O)OC (1-(3-Amino-5-bromo-2-methoxyphenyl)-1-ethanone). Isolated yield 88.7%. As a reaction SMILES: [Br:1][C:2]1[CH:3]=[C:4]([N+:13]([O-])=O)[C:5]([O:11][CH3:12])=[C:6]([C:8](=[O:10])[CH3:9])[CH:7]=1.Cl>[Fe].CO>[NH2:13][C:4]1[C:5]([O:11][CH3:12])=[C:6]([C:8](=[O:10])[CH3:9])[CH:7]=[C:2]([Br:1])[CH:3]=1. Reported procedure: Iron (15 g) was added to a mixture of the 1-(5-bromo-2-methoxy-3-nitrophenyl)-1-ethanone (16.2 g), concentrated hydrochloric acid (20 mL) and methanol (60 mL) at room temperature. After stirring the mixture at 60° C. for 1 hour, it was neutralized with saturated aqueous sodium hydrogencarbonate and extraction was performed with ethyl acetate. The organic layer was washed with brine and then dried over anhydrous magnesium sulfate. After distilling off the solvent under reduced pressure and the re...